Dataset: the Open Reaction Database (ORD), a public repository of structured organic reaction records. Task: describe an organic reaction: reactants, conditions, products, and yield The reactants are C(C)OC(=O)C=1C(=NC(=NC1)SC)Cl (4-Chloro-2-methylsulfanyl-pyrimidine-5-carboxylic acid ethyl ester), CCN(C(C)C)C(C)C (DIPEA), Cl.CN (methylamine hydrochloride), ice water. Run in C(C)#N (acetonitrile). Reaction conditions: temperature 100 celsius, time 3 hour. Yields the product CNC1=NC(=NC=C1C(=O)OCC)SC (ethyl 4-(methylamino)-2-(methylsulfanyl)pyrimidine-5-carboxylate). The yield is 11.3%. Reaction SMILES: [CH2:1]([O:3][C:4]([C:6]1[C:7](Cl)=[N:8][C:9]([S:12][CH3:13])=[N:10][CH:11]=1)=[O:5])[CH3:2].C[CH2:16][N:17](C(C)C)C(C)C.Cl.CN>C(#N)C>[CH3:16][NH:17][C:7]1[C:6]([C:4]([O:3][CH2:1][CH3:2])=[O:5])=[CH:11][N:10]=[C:9]([S:12][CH3:13])[N:8]=1 |f:2.3|. Reported procedure: 4-Chloro-2-methylsulfanyl-pyrimidine-5-carboxylic acid ethyl ester (10 g, 429 mmol) was dissolved in acetonitrile to which DIPEA (4.34 g, 642 mmol) and methylamine hydrochloride (11.10 g, 858 mmol) was added. The reaction mixture was stirred at 100° C. for 3 hours, then cooled to room temperature and poured in to ice water. Off-white crystalline solid precipitated out. The solid was collected by filtration on a Buchner funnel and dried under vacuum to give the desired product (11 g). 1H NMR (DMS...